From a dataset of the Open Reaction Database (ORD), a public repository of structured organic reaction records. describe an organic reaction: reactants, conditions, products, and yield The reactants are [N+](=O)([O-])C1=C(C(=CC(=C1Cl)[N+](=O)[O-])C)C(=O)O (3,5-dinitro-4-chloro-o-toluic acid), P(Cl)(Cl)(Cl)(Cl)Cl (phosphorus pentachloride). Solvent: C1=CC=CC=C1 (benzene). Yields the product [N+](=O)([O-])C1=C(C(=CC(=C1Cl)[N+](=O)[O-])C)C(=O)Cl (3,5-Dinitro-4-chloro-o-toluoyl Chloride). As a reaction SMILES: [N+:1]([C:4]1[C:9]([Cl:10])=[C:8]([N+:11]([O-:13])=[O:12])[CH:7]=[C:6]([CH3:14])[C:5]=1[C:15]([OH:17])=O)([O-:3])=[O:2].P(Cl)(Cl)(Cl)(Cl)[Cl:19]>C1C=CC=CC=1>[N+:1]([C:4]1[C:9]([Cl:10])=[C:8]([N+:11]([O-:13])=[O:12])[CH:7]=[C:6]([CH3:14])[C:5]=1[C:15]([Cl:19])=[O:17])([O-:3])=[O:2]. Procedure details: Ten grams of 3,5-dinitro-4-chloro-o-toluic acid is warmed on a water bath with 9.2 grams of phosphorus pentachloride and 30 ml. of benzene. After the solids dissolve, the benzene is distilled and the phosphorus oxychloride is removed under reduced pressure. The desired product as a residual oil solidifies on chilling. Starting materials: [OH-].[Na+] (sodium hydroxide), C1(CCCCC1)N=C=NC1CCCCC1 (Dicyclohexylcarbodiimide), ON1N=NC2=C1C=CC=C2 (1-Hydroxybenzotriazole), N1C=C(C2=CC=CC=C12)CN (C-(1H-indol-3-yl)methylamine), CN1CCOCC1 (N-methylmorpholine), Cl.CN(C1(CCC(CC1)CC(=O)O)C1=CC=CC=C1)C ((4-dimethylamino-4-phenylcyclohexyl)acetic acid hydrochloride). Solvent: O (water), CN(C=O)C (dimethylformamide). Run at time 7 day. Yields the product CN(C1(CCC(CC1)CC(=O)NCC1=CNC2=CC=CC=C12)C1=CC=CC=C1)C (2-(4-Dimethylamino-4-phenylcyclohexyl)-N-(1H-indol-3-ylmethyl)acetamide). Isolated yield 30.0%. RXN SMILES: ON1C2C=CC=CC=2N=N1.[NH:11]1[C:19]2[C:14](=[CH:15][CH:16]=[CH:17][CH:18]=2)[C:13]([CH2:20][NH2:21])=[CH:12]1.CN1CCOCC1.Cl.[CH3:30][N:31]([CH3:48])[C:32]1([C:42]2[CH:47]=[CH:46][CH:45]=[CH:44][CH:43]=2)[CH2:37][CH2:36][CH:35]([CH2:38][C:39](O)=[O:40])[CH2:34][CH2:33]1.C1(N=C=NC2CCCCC2)CCCCC1.[OH-].[Na+]>CN(C)C=O.O>[CH3:48][N:31]([CH3:30])[C:32]1([C:42]2[CH:43]=[CH:44][CH:45]=[CH:46][CH:47]=2)[CH2:37][CH2:36][CH:35]([CH2:38][C:39]([NH:21][CH2:20][C:13]2[C:14]3[C:19](=[CH:18][CH:17]=[CH:16][CH:15]=3)[NH:11][CH:12]=2)=[O:40])[CH2:34][CH2:33]1 |f:3.4,6.7|. Procedure: 1-Hydroxybenzotriazole (546 mg, 4.0 mmol), C-(1H-indol-3-yl)methylamine (292 mg, 2.0 mmol) and N-methylmorpholine (0.444 ml, 4.0 mmol) were added to a solution of (4-dimethylamino-4-phenylcyclohexyl)acetic acid hydrochloride (596 mg, 2.0 mmol) in dry dimethylformamide under argon. Dicyclohexylcarbodiimide (834 mg, 4.0 mmol) was added at 0° C. and the mixture was stirred at RT for 7 d. Working up of the mixture was carried out by separating off the urea which had precipitated out and introducing ... Reactants: CCOC(=O)N1CCC(=C2c3ccc(Cl)cc3CCc4cc(Br)cnc24)CC1, CC1(C)OB(OC1(C)C)c2ccc(cc2)c3cnccn3. The reagents and catalysts are CCN=P(N=P(N(C)C)(N(C)C)N(C)C)(N(C)C)N(C)C (P2-Et), CC(C)c1cc(C(C)C)c(-c2ccccc2[PH](C(C)(C)C)(C(C)(C)C)[Pd]2(OS(C)(=O)=O)Nc3ccccc3-c3ccccc32)c(C(C)C)c1 (tBuXphos G3). Solvent: CS(C)=O (DMSO), O (water), CS(C)=O (DMSO), CS(C)=O (DMSO), CS(C)=O (DMSO). Run at time 22 hour. The product is CCOC(=O)N1CCC(=C2c3ccc(Cl)cc3CCc4cc(cnc24)c5ccc(cc5)c6cnccn6)CC1, CCOC(=O)N1CCC(=C2c3ccc(Cl)cc3CCc4cc(Br)cnc24)CC1, c1ccc(-c2ccccc2)cc1. The reactants are ClC=1N=C(C2=C(N1)C=C(S2)C=2C=C(C=NC2)C(=O)O)N2CCOCC2 (5-(2-Chloro-4-morpholinothieno[3,2-d]pyrimidin-6-yl)pyridine-3-carboxylic acid), CN(CCN)C (N,N-dimethylethylenediamine). Yields the product N1=CC(=CC=C1)C(=O)N (pyridine-3-carboxamide). RXN SMILES: ClC1N=C(N2CCOCC2)C2SC([C:11]3[CH:12]=[C:13]([C:17]([OH:19])=O)[CH:14]=[N:15][CH:16]=3)=CC=2N=1.C[N:27](C)CCN>>[N:15]1[CH:16]=[CH:11][CH:12]=[C:13]([C:17]([NH2:27])=[O:19])[CH:14]=1. Reported procedure: 5-(2-Chloro-4-morpholinothieno[3,2-d]pyrimidin-6-yl)pyridine-3-carboxylic acid (40 mg) was reacted with N,N-dimethylethylenediamine via General Procedure B to yield 5-(2-chloro-4-morpholinothieno[3,2-d]pyrimidin-6-yl)-N-(2-dimethylamino)ethyl)pyridine-3-carboxamide. Crude 5-(2-chloro-4-morpholinothieno[3,2-d]pyrimidin-6-yl)-N-(2-dimethylamino)ethyl)pyridine-3-carboxamide (46 mg) was coupled to 4-(4,4,5,5-tetramethyl-1,3,2-dioxaborolan-2-yl)-1H-indazole 7 via General Procedure A to yield 22.3 mg ... Reactants: C(C1=CC=CC=C1)O[C@H]1[C@H]2O[C@@H]([C@H]([C@H]1O)OCC1=CC=CC=C1)CO2 (1,6-anhydro-2,4-di-O-benzyl-β-D-allopyranose), [H-].[Na+] (sodium hydride), CI (methyl iodide), C(C)O (Ethanol). Reagents/catalysts: [I-].C(CCC)[N+](CCCC)(CCCC)CCCC (tetrabutylammonium iodide). Solvent: O1CCCC1 (tetrahydrofuran). Yields the product C(C1=CC=CC=C1)O[C@H]1[C@H]2O[C@@H]([C@H]([C@H]1OC)OCC1=CC=CC=C1)CO2 (1,6-Anhydro-2,4-di-O-benzyl-3-O-methyl-β-D-allopyranose). Isolated yield 77.0%. RXN SMILES: [CH2:1]([O:8][C@@H:9]1[C@H:14]([OH:15])[C@H:13]([O:16][CH2:17][C:18]2[CH:23]=[CH:22][CH:21]=[CH:20][CH:19]=2)[C@H:12]2[CH2:24][O:25][C@@H:10]1[O:11]2)[C:2]1[CH:7]=[CH:6][CH:5]=[CH:4][CH:3]=1.[H-].[Na+].CI.[CH2:30](O)C>[I-].C([N+](CCCC)(CCCC)CCCC)CCC.O1CCCC1>[CH2:1]([O:8][C@@H:9]1[C@H:14]([O:15][CH3:30])[C@H:13]([O:16][CH2:17][C:18]2[CH:19]=[CH:20][CH:21]=[CH:22][CH:23]=2)[C@H:12]2[CH2:24][O:25][C@@H:10]1[O:11]2)[C:2]1[CH:7]=[CH:6][CH:5]=[CH:4][CH:3]=1 |f:1.2,5.6|. Procedure details: A solution of 1,6-anhydro-2,4-di-O-benzyl-β-D-allopyranose (Example 20) (1 g, 2.9 mmol), sodium hydride (60%, 200 mg, 5 mmol), methyl iodide (excess) and tetrabutylammonium iodide (trace) in tetrahydrofuran was stirred overnight at room temperature. Ethanol was added to destroy excess sodium hydride and the solution evaporated to near dryness. The residue was taken up in dichloromethane and washed with water and brine. The organic phase was dried (Na2SO4) and evaporated, and the residue was chro...